This data is from the Open Reaction Database (ORD), a public repository of structured organic reaction records. The task is: describe an organic reaction: reactants, conditions, products, and yield Reactants: C=O (paraformaldehyde), S(O)(O)(=O)=O (sulfuric acid), ClC1=C(C=CC(=C1Cl)OC)C(CC1CCCC1)=O (2',3'-Dichloro-4'-methoxy-2-cyclopentylacetophenone). Run in O1CCOCC1 (dioxane). Reported procedure: 2',3'-Dichloro-4'-methoxy-2-cyclopentylacetophenone (51.6 g., 0.18 mole) is dissolved in dioxane (460 ml.) and paraformaldehyde (21.6 g., 0.72 mole) and concentrated sulfuric acid (9.65 g.) are added. The mixture is heated at 80°-85° C. for 20 hours. The dioxane is evaporated at reduced pressure. Water is added to the residual gum which then is extracted into ether. The ether extract is washed with water and dried over magnesium sulfate. The ether is evaporated and upon triturating the residue w... RXN SMILES: [Cl:1][C:2]1[C:7]([Cl:8])=[C:6]([O:9][CH3:10])[CH:5]=[CH:4][C:3]=1[C:11](=[O:18])[CH2:12][CH:13]1[CH2:17][CH2:16][CH2:15][CH2:14]1.[CH2:19]=O.S(=O)(=O)(O)O>O1CCOCC1>[Cl:1][C:2]1[C:7]([Cl:8])=[C:6]([O:9][CH3:10])[CH:5]=[CH:4][C:3]=1[C:11](=[O:18])[C:12]([CH:13]1[CH2:14][CH2:15][CH2:16][CH2:17]1)=[CH2:19]. The product is ClC1=C(C=CC(=C1Cl)OC)C(C(=C)C1CCCC1)=O (2',3'-dichloro-4'-methoxy-2-cyclopentylacrylophenone). Isolated yield 61.8%. Starting materials: CH2C2-methanol, C(=O)(OCC1=CC=CC=C1)N[C@@H](C(C)C)C(=O)O (CBz-L-valine), OCC(O)CO (glycerol), C1(CCCCC1)N=C=NC1CCCCC1 (dicyclohexylcarbodiimide). The reagents and catalysts are CN(C1=CC=NC=C1)C (4-dimethylaminopyridine). Solvent: CCOC(=O)C.CCCCCC (EtOAc hexane). Conditions: time 8 hour. Product: C(=O)(OCC1=CC=CC=C1)N[C@@H](C(C)C)C(=O)OCC(O)CO (1-O-(N-CBz-L-valyl)glycerol). RXN SMILES: [C:1]([NH:11][C@H:12]([C:16]([OH:18])=[O:17])[CH:13]([CH3:15])[CH3:14])([O:3][CH2:4][C:5]1[CH:10]=[CH:9][CH:8]=[CH:7][CH:6]=1)=[O:2].[OH:19][CH2:20][CH:21]([CH2:23]O)[OH:22].C1(N=C=NC2CCCCC2)CCCCC1>CN(C)C1C=CN=CC=1.CCOC(C)=O.CCCCCC>[C:1]([NH:11][C@H:12]([C:16]([O:18][CH2:23][CH:21]([CH2:20][OH:19])[OH:22])=[O:17])[CH:13]([CH3:14])[CH3:15])([O:3][CH2:4][C:5]1[CH:10]=[CH:9][CH:8]=[CH:7][CH:6]=1)=[O:2] |f:4.5|. Procedure details: CBz-L-valine (4.35 g, 17.3 mmol) was added to a fivefold excess of glycerol (8 ml, 86.9 mmol) together with dicyclohexylcarbodiimide (4.29 g 20.8 mmol) and 4-dimethylaminopyridine (0.212 g) at room temperature. After stirring overnight the suspension was filtered and DMF removed in vacuo from the filtrate. The residue was redissolved in CH2Cl2, washed successively with saturated NaHCO3, brine, and water and then dried. The crude material was chromatographed on silica gel with 4/1 EtOAc-hexane as... Reactants: CCO, [H][H], Nc1ccc(O)cc1[N+](=O)[O-]. The product is Nc1ccc(O)cc1N. Reaction SMILES: [CH3:14][CH2:15][OH:16].[H:12][H:13].[NH2:1][c:2]1[c:3]([N+:9]([O-:10])=[O:11])[cH:4][c:5]([OH:8])[cH:6][cH:7]1>>[NH2:1][c:2]1[c:3]([NH2:9])[cH:4][c:5]([OH:8])[cH:6][cH:7]1. Reactants: ClCCCl, CC1(C(=O)O)CC1, CN(C)c1ccncc1, CC(C)(C)OC(=O)NCC(C(=O)Nc1ccc2cnccc2c1)c1ccc(O)cc1, c1ccncc1. Product: CC(C)(C)OC(=O)NCC(C(=O)Nc1ccc2cnccc2c1)c1ccc(OC(=O)C2(C)CC2)cc1. Reaction SMILES: [CH2:31]([Cl:32])[CH2:33][Cl:34].[CH3:35][C:36]1([C:39](=[O:40])[OH:41])[CH2:37][CH2:38]1.[CH3:48][N:49]([c:50]1[cH:51][cH:52][n:53][cH:54][cH:55]1)[CH3:56].[OH:1][c:2]1[cH:3][cH:4][c:5]([CH:8]([CH2:9][NH:10][C:11]([O:12][C:13]([CH3:14])([CH3:15])[CH3:16])=[O:17])[C:18](=[O:19])[NH:20][c:21]2[cH:22][c:23]3[cH:24][cH:25][n:26][cH:27][c:28]3[cH:29][cH:30]2)[cH:6][cH:7]1.[cH:42]1[cH:43][cH:44][n:45][cH:46][cH:47]1>>[O:1]([c:2]1[cH:3][cH:4][c:5]([CH:8]([CH2:9][NH:10][C:11]([O:12][C:13]([CH3:14])([CH3:15])[CH3:16])=[O:17])[C:18](=[O:19])[NH:20][c:21]2[cH:22][c:23]3[cH:24][cH:25][n:26][cH:27][c:28]3[cH:29][cH:30]2)[cH:6][cH:7]1)[C:39]([C:36]1([CH3:35])[CH2:37][CH2:38]1)=[O:40].